This data is from the Open Reaction Database (ORD), a public repository of structured organic reaction records. The task is: describe an organic reaction: reactants, conditions, products, and yield The reactants are Cc1ccc(S(=O)(=O)OCC2Cc3cccc(-c4ccc(C(F)(F)F)cc4)c3O2)cc1, [N-]=[N+]=[N-], [Na+]. Yields the product [N-]=[N+]=NCC1Cc2cccc(-c3ccc(C(F)(F)F)cc3)c2O1. As a reaction SMILES: [CH3:1][c:2]1[cH:3][cH:4][c:5]([S:6]([O:7][CH2:12][CH:13]2[O:14][c:15]3[c:16]([cH:18][cH:19][cH:20][c:21]3-[c:22]3[cH:23][cH:24][c:25]([C:28]([F:29])([F:30])[F:31])[cH:26][cH:27]3)[CH2:17]2)(=[O:8])=[O:9])[cH:10][cH:11]1.[N-:33]=[N+:34]=[N-:35].[Na+:32]>>[CH2:12]([CH:13]1[O:14][c:15]2[c:16]([cH:18][cH:19][cH:20][c:21]2-[c:22]2[cH:23][cH:24][c:25]([C:28]([F:29])([F:30])[F:31])[cH:26][cH:27]2)[CH2:17]1)[N:33]=[N+:34]=[N-:35]. The product is Cl.N1(CCCCCC1)CCOC1=CC=C(OC2=C3C=CC(=CC3=CC=C2C2=CC(=C(C=C2)F)F)O)C=C1 (5-[4-(2-Azepan-1-yl-ethoxy)-phenoxy]-6-(3,4-difluoro-phenyl)-naphthalen-2-ol hydrochloride). Run in CO (methanol), ClCCl (dichloromethane), ClCCl (dichloromethane), C(=O)(O)[O-].[Na+] (NaHCO3). Reaction conditions: temperature 0 celsius, time 5 minute. As a reaction SMILES: [F:1][C:2]1[CH:3]=[C:4]([C:9]2[CH:18]=[CH:17][C:16]3[C:11](=[CH:12][CH:13]=[C:14]([O:19]C)[CH:15]=3)[C:10]=2[O:21][C:22]2[CH:37]=[CH:36][C:25]([O:26][CH2:27][CH2:28][N:29]3[CH2:35][CH2:34][CH2:33][CH2:32][CH2:31][CH2:30]3)=[CH:24][CH:23]=2)[CH:5]=[CH:6][C:7]=1[F:8].[ClH:38].C(OCC)C.B(Br)(Br)Br>ClCCl.C([O-])(O)=O.[Na+].CO>[ClH:38].[N:29]1([CH2:28][CH2:27][O:26][C:25]2[CH:24]=[CH:23][C:22]([O:21][C:10]3[C:9]([C:4]4[CH:5]=[CH:6][C:7]([F:8])=[C:2]([F:1])[CH:3]=4)=[CH:18][CH:17]=[C:16]4[C:11]=3[CH:12]=[CH:13][C:14]([OH:19])=[CH:15]4)=[CH:37][CH:36]=2)[CH2:35][CH2:34][CH2:33][CH2:32][CH2:31][CH2:30]1 |f:5.6,8.9|. Reactants: B(Br)(Br)Br (BBr3), FC=1C=C(C=CC1F)C1=C(C2=CC=C(C=C2C=C1)OC)OC1=CC=C(OCCN2CCCCCC2)C=C1 (1-(2-{4-[2-(3,4-difluoro-phenyl)-6-methoxy-naphthalen-1-yloxy]-phenoxy}-ethyl)-azepane), Cl (HCl), C(C)OCC (diethyl ether), ice. Procedure: Dissolve 1-(2-{4-[2-(3,4-difluoro-phenyl)-6-methoxy-naphthalen-1-yloxy]-phenoxy}-ethyl)-azepane (630 mg, 1.25 mmol) in dichloromethane (20 ml). Add 2M HCl in diethyl ether (1 mL, 2.0 mmol). Stir for 5 minutes. Concentrate the slurry and dry in vacuo. Dilute the residue in dichloromethane (20 ml) and blanket with nitrogen. Cool the solution to 0° C. with external ice bath. Add BBr3 (0.4 mL, 4.3 mmol). Stir the reaction at room temperature for 30 minutes and add the reaction mixture in saturated a... Reactants: C(C)(C)(C)OC(NCC(NC(C1=CC=CC=C1)C1=CC=C(C=C1)Cl)=O)=O (({[(4-Chloro-phenyl)-phenyl-methyl]-carbamoyl}-methyl)-carbamic acid tert-butyl ester), saturated solution, Cl (hydrogen chloride). The solvent is C(C)OCC (diethyl ether). Run at time 1 hour. Product: Cl.NCC(=O)NC(C1=CC=CC=C1)C1=CC=C(C=C1)Cl (2-Amino-N-[(4-chloro-phenyl)-phenyl-methyl]-acetamide hydrochloride). Isolated yield 100.0%. RXN SMILES: C(OC(=O)[NH:7][CH2:8][C:9](=[O:25])[NH:10][CH:11]([C:18]1[CH:23]=[CH:22][C:21]([Cl:24])=[CH:20][CH:19]=1)[C:12]1[CH:17]=[CH:16][CH:15]=[CH:14][CH:13]=1)(C)(C)C.Cl>C(OCC)C>[ClH:24].[NH2:7][CH2:8][C:9]([NH:10][CH:11]([C:18]1[CH:23]=[CH:22][C:21]([Cl:24])=[CH:20][CH:19]=1)[C:12]1[CH:17]=[CH:16][CH:15]=[CH:14][CH:13]=1)=[O:25] |f:3.4|. Procedure details: 6.6 mmol ({[(4-Chloro-phenyl)-phenyl-methyl]-carbamoyl}-methyl)-carbamic acid tert-butyl ester were treated with 30 ml of a saturated solution of hydrogen chloride in diethyl ether. The mixture was stirred at room temperature for 1 hour. Removal of the diethyl ether in the rotatory evaporator yields the title compound as a colorless solid. Yield=100%. As a reaction SMILES: [C:29]([CH3:30])(=[S:31])[OH:32].[CH4:19].[CH:20]([N:21]([CH2:22][CH3:23])[CH:24]([CH3:25])[CH3:26])([CH3:27])[CH3:28].[O:33]1[CH2:34][CH2:35][CH2:36][CH2:37]1.[OH2:38].[S:14]([Cl:15])([Cl:16])(=[O:17])=[O:18].[n:1]1[cH:2][c:3]([C:7](=[O:8])[CH2:9][CH2:10][CH2:11][CH2:12][OH:13])[cH:4][cH:5][cH:6]1>>[n:1]1[cH:2][c:3]([C:7](=[O:8])[CH2:9][CH2:10][CH2:11][CH2:12][S:31][C:29]([CH3:30])=[O:32])[cH:4][cH:5][cH:6]1. The reactants are CC(O)=S, C, CCN(C(C)C)C(C)C, C1CCOC1, O, O=S(=O)(Cl)Cl, O=C(CCCCO)c1cccnc1. Product: CC(=O)SCCCCC(=O)c1cccnc1. Reactants: CCN(CC)P1(=NC(C)(C)C)N(CCCN1C)C (BEMP), COC(CC1=C(NC2=NC=CC=C21)C)=O ((2-methyl-1H-pyrrolo[2,3-b]pyridin-3-yl)-acetic acid methyl ester), BrCC1=CC=C(C=C1)S(=O)(=O)CC (1-bromomethyl-4-ethanesulfonyl-benzene). Run in CN(C)C=O (DMF). Reaction conditions: time 80 minute. The product is COC(CC1=C(N(C2=NC=CC=C21)CC2=CC=C(C=C2)S(=O)(=O)CC)C)=O ([1-(4-ethanesulfonyl-benzyl)-2-methyl-1H-pyrrolo[2,3-b]pyridin-3-yl]-acetic acid methyl ester). Reaction SMILES: CCN(P1(N(C)CCCN1C)=NC(C)(C)C)CC.[CH3:19][O:20][C:21](=[O:33])[CH2:22][C:23]1[C:31]2[C:26](=[N:27][CH:28]=[CH:29][CH:30]=2)[NH:25][C:24]=1[CH3:32].Br[CH2:35][C:36]1[CH:41]=[CH:40][C:39]([S:42]([CH2:45][CH3:46])(=[O:44])=[O:43])=[CH:38][CH:37]=1>CN(C=O)C>[CH3:19][O:20][C:21](=[O:33])[CH2:22][C:23]1[C:31]2[C:26](=[N:27][CH:28]=[CH:29][CH:30]=2)[N:25]([CH2:35][C:36]2[CH:37]=[CH:38][C:39]([S:42]([CH2:45][CH3:46])(=[O:44])=[O:43])=[CH:40][CH:41]=2)[C:24]=1[CH3:32]. Reported procedure: BEMP (182 μl, 0.64 mmol) is added to a stirring solution of (2-methyl-1H-pyrrolo[2,3-b]pyridin-3-yl)-acetic acid methyl ester (prepared as described in U.S. Pat. No. 3,320,268, 82 mg, 0.40 mmol) in DMF (2.6 ml). After 80 minutes, 1-bromomethyl-4-ethanesulfonyl-benzene (75 μl, 0.63 mmol) is added and the reaction stirred for 2 hours before partitioning between water and 1:1 EtOAc/diethyl ether. The organic layer is washed with brine then reduced in vacuo. The residue is purified by flash column c... Reactants: CCO, CCC(=O)c1ccsc1N(C)C(C)=O, [K+], [OH-], O. Product: CCC(=O)c1ccsc1NC. RXN SMILES: [CH3:17][CH2:18][OH:19].[CH3:1][N:2]([c:3]1[s:4][cH:5][cH:6][c:7]1[C:8]([CH2:9][CH3:10])=[O:11])[C:12](=[O:13])[CH3:14].[K+:16].[OH-:15].[OH2:20]>>[CH3:1][NH:2][c:3]1[s:4][cH:5][cH:6][c:7]1[C:8]([CH2:9][CH3:10])=[O:11].